Task: describe an organic reaction: reactants, conditions, products, and yield. Dataset: the Open Reaction Database (ORD), a public repository of structured organic reaction records Starting materials: C(O)([O-])=O.[Na+] (sodium hydrogen carbonate), C(C)(C)(C)OC(=O)NC1CCN(CC1)CCC1=C(C=C(C=C1)NC(CC(=O)C1=CC=C(C=C1)C1=CC=CC=C1)=O)Cl (N-{4-[2-(4-tert-butoxycarbonylaminopiperidin-1-yl)ethyl]-3-chlorophenyl}-3-biphenyl-4-yl-3-oxopropionamide), C(C)(C)(C)OC(=O)NC1CCN(CC1)CCC1=C(C=C(C=C1)NC(CC(=O)C1=CC=C(C=C1)C1=CC=CC=C1)=O)Cl (N-{4-[2-(4-tert-butoxycarbonylaminopiperidin-1-yl)ethyl]-3-chlorophenyl}-3-biphenyl-4-yl-3-oxopropionamide), FC(C(=O)O)(F)F (trifluoroacetic acid). Run in C(Cl)Cl (methylene chloride). Run at time 12 hour. Product: NC1CCN(CC1)CCC1=C(C=C(C=C1)NC(CC(=O)C1=CC=C(C=C1)C1=CC=CC=C1)=O)Cl (N-{4-[2-(4-aminopiperidin-1-yl)ethyl]-3-chlorophenyl}-3-biphenyl-4-yl-3-oxopropionamide). As a reaction SMILES: C(OC([NH:8][CH:9]1[CH2:14][CH2:13][N:12]([CH2:15][CH2:16][C:17]2[CH:22]=[CH:21][C:20]([NH:23][C:24](=[O:40])[CH2:25][C:26]([C:28]3[CH:33]=[CH:32][C:31]([C:34]4[CH:39]=[CH:38][CH:37]=[CH:36][CH:35]=4)=[CH:30][CH:29]=3)=[O:27])=[CH:19][C:18]=2[Cl:41])[CH2:11][CH2:10]1)=O)(C)(C)C.FC(F)(F)C(O)=O.C(=O)([O-])O.[Na+]>C(Cl)Cl>[NH2:8][CH:9]1[CH2:10][CH2:11][N:12]([CH2:15][CH2:16][C:17]2[CH:22]=[CH:21][C:20]([NH:23][C:24](=[O:40])[CH2:25][C:26]([C:28]3[CH:29]=[CH:30][C:31]([C:34]4[CH:35]=[CH:36][CH:37]=[CH:38][CH:39]=4)=[CH:32][CH:33]=3)=[O:27])=[CH:19][C:18]=2[Cl:41])[CH2:13][CH2:14]1 |f:2.3|. Procedure: 0.19 g (0.33 mmol) of N-{4-[2-(4-tert-butoxycarbonylaminopiperidin-1-yl)ethyl]-3-chlorophenyl}-3-biphenyl-4-yl-3-oxopropionamide (compound 1.41) is dissolved in 7 mL of methylene chloride, 500 mL of trifluoroacetic acid is added, and the mixture is stirred for 12 hours at ambient temperature. After this time, saturated sodium hydrogen carbonate solution is added and the precipitate formed is suction filtered. The residue is dried in vacuo over sodium hydroxide. Yield: 160 mg (100% of theory); Rf... The reactants are C(C)(C)(C)OC(=O)N1[C@@H](CC(C1)=NOCC1=CC(=C(C=C1)Cl)Cl)C(=O)O ((2S,4EZ)-1-(tert-butoxycarbonyl)-4-{[(3,4-dichlorobenzyl)oxy]imino}-2-pyrrolidinecarboxylic acid), N(=C=O)CCCCC (1-isocyanatopentane), N1=CC=CC2=CC(=CC=C12)N (6-quinolinamine). Yields the product ClC=1C=C(CON=C2C[C@H](N(C2)C(=O)NCCCCC)C(=O)NC=2C=C3C=CC=NC3=CC2)C=CC1Cl ((2S,4EZ)-4-{[(3,4-dichlorobenzyl)oxy]imino}-N1-pentyl-N2-(6-quinolinyl)-1,2-pyrrolidinedicarboxamide). As a reaction SMILES: C(O[C:6]([N:8]1[CH2:12][C:11](=[N:13][O:14][CH2:15][C:16]2[CH:21]=[CH:20][C:19]([Cl:22])=[C:18]([Cl:23])[CH:17]=2)[CH2:10][C@H:9]1[C:24]([OH:26])=O)=[O:7])(C)(C)C.[N:27]([CH2:30][CH2:31][CH2:32][CH2:33][CH3:34])=C=O.[N:35]1[C:44]2[C:39](=[CH:40][C:41]([NH2:45])=[CH:42][CH:43]=2)[CH:38]=[CH:37][CH:36]=1>>[Cl:23][C:18]1[CH:17]=[C:16]([CH:21]=[CH:20][C:19]=1[Cl:22])[CH2:15][O:14][N:13]=[C:11]1[CH2:12][N:8]([C:6]([NH:27][CH2:30][CH2:31][CH2:32][CH2:33][CH3:34])=[O:7])[C@H:9]([C:24]([NH:45][C:41]2[CH:40]=[C:39]3[C:44](=[CH:43][CH:42]=2)[N:35]=[CH:36][CH:37]=[CH:38]3)=[O:26])[CH2:10]1. Procedure details: Following the general method as outlined in Example 22, starting from (2S,4EZ)-1-(tert-butoxycarbonyl)-4-{[(3,4-dichlorobenzyl)oxy]imino}-2-pyrrolidinecarboxylic acid, 1-isocyanatopentane, and 6-quinolinamine the title compound was obtained in 54% purity by LC/MS. MS(ESI+): m/z=542.6. Yield: 45.3%. Solvent: O (Water), C1(=CC=CC=C1)C (toluene). Procedure: Under nitrogen, N-(3-bromo-2,6-dimethylthieno[2,3-b]pyridin-4-yl)-3-chlorobenzenesulfonamide (Example 61) (100 mg, 0.232 mmol) was dissolved in toluene (2 mL) and [4-(1,1-dimethylethyl)phenyl]boronic acid (61.9 mg, 0.347 mmol), PdCl2(dppf).DCM (18.91 mg, 0.023 mmol) and Cs2CO3 (226 mg, 0.695 mmol) were added. The mixture was then heated in a microwave at 150° C. for 30 min. Water (10 mL) was added and the mixture extracted with ethyl acetate (3×10 mL). The organic layer was dried over MgSO4, fil... The product is ClC=1C=C(C=CC1)S(=O)(=O)NC1=C2C(=NC(=C1)C)SC(=C2C2=CC=C(C=C2)C(C)(C)C)C (3-Chloro-N-{3-[4-(1,1-dimethylethyl)phenyl]-2,6-dimethylthieno[2,3-b]pyridin-4-yl}benzenesulfonamide). Reagents/catalysts: C1=CC=C(C=C1)P([C-]2C=CC=C2)C3=CC=CC=C3.C1=CC=C(C=C1)P([C-]2C=CC=C2)C3=CC=CC=C3.Cl[Pd]Cl.[Fe+2] (PdCl2(dppf)). The reactants are CC(C)(C)C1=CC=C(C=C1)B(O)O ([4-(1,1-dimethylethyl)phenyl]boronic acid), BrC1=C(SC2=NC(=CC(=C21)NS(=O)(=O)C2=CC(=CC=C2)Cl)C)C (N-(3-bromo-2,6-dimethylthieno[2,3-b]pyridin-4-yl)-3-chlorobenzenesulfonamide), C(Cl)Cl (DCM), C(=O)([O-])[O-].[Cs+].[Cs+] (Cs2CO3). Reaction SMILES: Br[C:2]1[C:10]2[C:5](=[N:6][C:7]([CH3:22])=[CH:8][C:9]=2[NH:11][S:12]([C:15]2[CH:20]=[CH:19][CH:18]=[C:17]([Cl:21])[CH:16]=2)(=[O:14])=[O:13])[S:4][C:3]=1[CH3:23].[CH3:24][C:25]([C:28]1[CH:33]=[CH:32][C:31](B(O)O)=[CH:30][CH:29]=1)([CH3:27])[CH3:26].C(Cl)Cl.C([O-])([O-])=O.[Cs+].[Cs+]>C1(C)C=CC=CC=1.C1C=CC(P(C2C=CC=CC=2)[C-]2C=CC=C2)=CC=1.C1C=CC(P(C2C=CC=CC=2)[C-]2C=CC=C2)=CC=1.Cl[Pd]Cl.[Fe+2].O>[Cl:21][C:17]1[CH:16]=[C:15]([S:12]([NH:11][C:9]2[CH:8]=[C:7]([CH3:22])[N:6]=[C:5]3[S:4][C:3]([CH3:23])=[C:2]([C:31]4[CH:32]=[CH:33][C:28]([C:25]([CH3:27])([CH3:26])[CH3:24])=[CH:29][CH:30]=4)[C:10]=23)(=[O:14])=[O:13])[CH:20]=[CH:19][CH:18]=1 |f:3.4.5,7.8.9.10|. Reaction conditions: temperature 150 celsius. Reactants: CC1=C(N)C(=CC=C1)C (2,6-dimethylaniline), C([O-])([O-])=O.[K+].[K+] (potassium carbonate), ice, ClCC1=NC=CC=N1 (2-chloromethyl-pyrimidine). Reagents/catalysts: [I-].[K+] (potassium iodide). Run in CN(C=O)C (dimethylformamide). Run at temperature 100 celsius, time 5 hour. Product: N1=C(N=CC=C1)CNC1=C(C=CC=C1C)C (N-(pyrimidin-2-yl-methyl)-2,6-dimethylaniline). The yield is 70.3%. Reaction SMILES: [CH3:1][C:2]1[CH:8]=[CH:7][CH:6]=[C:5]([CH3:9])[C:3]=1[NH2:4].C(=O)([O-])[O-].[K+].[K+].Cl[CH2:17][C:18]1[N:23]=[CH:22][CH:21]=[CH:20][N:19]=1>CN(C)C=O.[I-].[K+]>[N:19]1[CH:20]=[CH:21][CH:22]=[N:23][C:18]=1[CH2:17][NH:4][C:3]1[C:5]([CH3:9])=[CH:6][CH:7]=[CH:8][C:2]=1[CH3:1] |f:1.2.3,6.7|. Reported procedure: 48.4 g (0.4 mol) of 2,6-dimethylaniline, 55.3 g (0.4 mol) of potassium carbonate and 0.2 g of potassium iodide were heated to 100° C. in 60 ml of dimethylformamide, and 25.7 g (0.2 mol) of 2-chloromethyl-pyrimidine were then added dropwise. The reaction mixture was subsequently stirred at 100° C. for 5 hours and then poured onto 500 g of ice. It was then extracted three times with 150 ml of methylene chloride each time. The combined organic phases were dried over sodium sulphate and concentrated... Reported procedure: To an autoclave reactor, 3-bromo-5-trifluoromethyl-pyridine-2-ylamine (40 g), acetylacetone copper(II) (2.2 g), acetylacetone (6.6 g), cesium carbonate (59 g), and NMP (105 mL) were added, and then 28% of aqueous ammonia solution (25 mL) was added under ice-cooling. After the reactor was sealed, the mixture heated to 110° C., and stirred with heating for 12 hours. The mixture was ice-cooled to room temperature, then diluted with water, and extracted with ethyl acetate. The combined organic layer... RXN SMILES: Br[C:2]1[C:3]([NH2:12])=[N:4][CH:5]=[C:6]([C:8]([F:11])([F:10])[F:9])[CH:7]=1.C(CC(=O)C)(=O)C.C(=O)([O-])[O-].[Cs+].[Cs+].[NH3:26]>O.[Cu+2].C(CC(=O)C)(=O)C.CN1C(=O)CCC1>[F:9][C:8]([F:11])([F:10])[C:6]1[CH:7]=[C:2]([NH2:26])[C:3]([NH2:12])=[N:4][CH:5]=1 |f:2.3.4,7.8|. Reaction conditions: temperature 110 celsius. Reagents/catalysts: [Cu+2].C(C)(=O)CC(C)=O (acetylacetone copper(II)). Starting materials: N (ammonia), BrC=1C(=NC=C(C1)C(F)(F)F)N (3-bromo-5-trifluoromethyl-pyridine-2-ylamine), C(C)(=O)CC(C)=O (acetylacetone), C([O-])([O-])=O.[Cs+].[Cs+] (cesium carbonate). The product is FC(C=1C=C(C(=NC1)N)N)(F)F (5-trifluoromethyl-pyridine-2,3-diamine). The solvent is O (water), CN1CCCC1=O (NMP). Starting materials: Brc1cccnc1, CC(C)(C)OC(=O)NC1CCNC1. Yields the product CC(C)(C)OC(=O)NC1CCN(c2cccnc2)C1. As a reaction SMILES: [Br:14][c:15]1[cH:16][n:17][cH:18][cH:19][cH:20]1.[NH:1]1[CH2:2][CH:3]([NH:6][C:7]([O:8][C:9]([CH3:10])([CH3:11])[CH3:12])=[O:13])[CH2:4][CH2:5]1>>[N:1]1([c:15]2[cH:16][n:17][cH:18][cH:19][cH:20]2)[CH2:2][CH:3]([NH:6][C:7]([O:8][C:9]([CH3:10])([CH3:11])[CH3:12])=[O:13])[CH2:4][CH2:5]1. The reactants are FF (fluorine), FF (fluorine), FC1=NC(=CC(=N1)F)F (2,4,6-trifluoropyrimidine), [F-].[Na+] (sodium fluoride). Run in ClC(F)(Cl)Cl (trichlorofluoromethane). Product: FC1=C(C(=NC(=N1)F)F)F (tetrafluoropyrimidine). Isolated yield 63.9%. Reaction SMILES: [F:1]F.[F:3][C:4]1[N:9]=[C:8]([F:10])[CH:7]=[C:6]([F:11])[N:5]=1.[F-].[Na+]>ClC(Cl)(Cl)F>[F:10][C:8]1[N:9]=[C:4]([F:3])[N:5]=[C:6]([F:11])[C:7]=1[F:1] |f:2.3|. Procedure details: 0.5 mol of fluorine in the form of a 30% by volume mixture with helium was introduced into a suspension of 29.0 g (0.216 mol) of 2,4,6-trifluoropyrimidine, 21 g of sodium fluoride (0.5 mol) and 250 ml of trichlorofluoromethane at a temperature of -78° C. The rate of introduction was 0.15 mol of fluorine per hour. After the introduction was complete, the reaction mixture was filtered and 21.0 g of tetrafluoropyrimidine (=64% of theory) were obtained from the filtrate by distillation. Starting materials: BrCc1ccc(Br)cc1, CC(C)(C)OC(=O)NC(CCO)C(=O)O, C1CCOC1, [H-], [Na+]. The product is CC(C)(C)OC(=O)NC(CCOCc1ccc(Br)cc1)C(=O)O. As a reaction SMILES: [Br:18][c:19]1[cH:20][cH:21][c:22]([CH2:23][Br:24])[cH:25][cH:26]1.[C:1](=[O:2])([O:3][C:4]([CH3:5])([CH3:6])[CH3:7])[NH:8][CH:9]([CH2:10][CH2:11][OH:12])[C:13](=[O:14])[OH:15].[CH2:27]1[O:28][CH2:29][CH2:30][CH2:31]1.[H-:16].[Na+:17]>>[C:1](=[O:2])([O:3][C:4]([CH3:5])([CH3:6])[CH3:7])[NH:8][CH:9]([CH2:10][CH2:11][O:12][CH2:23][c:22]1[cH:21][cH:20][c:19]([Br:18])[cH:26][cH:25]1)[C:13](=[O:14])[OH:15].